Dataset: the Open Reaction Database (ORD), a public repository of structured organic reaction records. Task: describe an organic reaction: reactants, conditions, products, and yield The reactants are BrCCCBr, O=C([O-])[O-], [Cs+], [Cs+], CN(C)C=O, O, CCCc1cc(-c2nc3c(s2)CCCO3)ccc1O. Yields the product CCCc1cc(-c2nc3c(s2)CCCO3)ccc1CCCBr. As a reaction SMILES: [Br:26][CH2:27][CH2:28][CH2:29][Br:30].[C:20](=[O:21])([O-:22])[O-:23].[Cs+:24].[Cs+:25].[O:32]=[CH:33][N:34]([CH3:35])[CH3:36].[OH2:31].[s:1]1[c:2](-[c:10]2[cH:11][c:12]([CH2:17][CH2:18][CH3:19])[c:13]([OH:16])[cH:14][cH:15]2)[n:3][c:4]2[c:5]1[CH2:6][CH2:7][CH2:8][O:9]2>>[s:1]1[c:2](-[c:10]2[cH:11][c:12]([CH2:17][CH2:18][CH3:19])[c:13]([CH2:29][CH2:28][CH2:27][Br:26])[cH:14][cH:15]2)[n:3][c:4]2[c:5]1[CH2:6][CH2:7][CH2:8][O:9]2. The reactants are Cl (HCl), B(F)(F)F.CCOCC (borontrifluoride etherate), N1CCC(CC1)=O (4-piperidone), Cl (HCl), FC(C1=C(C=CC=C1)NN)(F)F (2-trifluoromethylphenylhydrazine). Solvent: C(C)(=O)O (acetic acid). Run at temperature 90 celsius, time 8 hour. Yields the product FC(C1=CC=CC=2C3=C(NC12)CCNC3)(F)F (6-(Trifluoromethyl)-2,3,4,5-tetrahydro-1H-pyrido[4,3-b]indole). RXN SMILES: [NH:1]1[CH2:6][CH2:5][C:4](=O)[CH2:3][CH2:2]1.Cl.[F:9][C:10]([F:20])([F:19])[C:11]1[CH:16]=[CH:15][CH:14]=[CH:13][C:12]=1[NH:17]N.B(F)(F)F.CCOCC>C(O)(=O)C>[F:9][C:10]([F:19])([F:20])[C:11]1[C:12]2[NH:17][C:4]3[CH2:3][CH2:2][NH:1][CH2:6][C:5]=3[C:13]=2[CH:14]=[CH:15][CH:16]=1 |f:3.4|. Procedure: To 4-piperidone.HCl (1.36 g, 10.0 mmol) and 2-trifluoromethylphenylhydrazine.HCl (2.13 g, 10.0 mmol) in acetic acid (50 mL) was added the 1.0 M borontrifluoride etherate (2.46 mL, 20.0 mmol) and the reaction stirred at 90° C. for 8 hours and then allowed to cool. The mixture was concentrated in vacuo and ethanol (ca 20 mL) added and then cooled to 0° C., the solid was filtered off and the mother liquor was concentrated in vacuo and water (adjusted to pH 14 with 2M NaOH) added to the residue. The... Reactants: CC(=O)SC1CC(CO)N(C(=O)OCc2ccc([N+](=O)[O-])cc2)C1, C[O-], CO, CCOC(C)=O, [Na+], C1CCOC1, ClC(c1ccccc1)(c1ccccc1)c1ccccc1. Product: O=C(OCc1ccc([N+](=O)[O-])cc1)N1CC(SC(c2ccccc2)(c2ccccc2)c2ccccc2)CC1CO. As a reaction SMILES: [C:1](=[O:2])([CH3:3])[S:4][CH:5]1[CH2:6][CH:7]([CH2:23][OH:24])[N:8]([C:10](=[O:11])[O:12][CH2:13][c:14]2[cH:15][cH:16][c:17]([N+:20](=[O:21])[O-:22])[cH:18][cH:19]2)[CH2:9]1.[CH3:25][O-:26].[CH3:48][OH:49].[CH3:55][CH2:56][O:57][C:58](=[O:59])[CH3:60].[Na+:27].[O:50]1[CH2:51][CH2:52][CH2:53][CH2:54]1.[c:28]1([C:34]([c:35]2[cH:36][cH:37][cH:38][cH:39][cH:40]2)([c:41]2[cH:42][cH:43][cH:44][cH:45][cH:46]2)[Cl:47])[cH:29][cH:30][cH:31][cH:32][cH:33]1>>[S:4]([CH:5]1[CH2:6][CH:7]([CH2:23][OH:24])[N:8]([C:10](=[O:11])[O:12][CH2:13][c:14]2[cH:15][cH:16][c:17]([N+:20](=[O:21])[O-:22])[cH:18][cH:19]2)[CH2:9]1)[C:34]([c:28]1[cH:29][cH:30][cH:31][cH:32][cH:33]1)([c:35]1[cH:36][cH:37][cH:38][cH:39][cH:40]1)[c:41]1[cH:42][cH:43][cH:44][cH:45][cH:46]1.